Task: describe an organic reaction: reactants, conditions, products, and yield. Dataset: the Open Reaction Database (ORD), a public repository of structured organic reaction records Starting materials: CS(=O)(=O)O, CO, NC(=O)NCc1ccc(-c2csc(N=C(N)N)n2)o1. Yields the product CS(=O)(=O)O, NC(=O)NCc1ccc(-c2csc(N=C(N)N)n2)o1. Reaction SMILES: [CH3:1][S:2]([OH:3])(=[O:4])=[O:5].[CH3:25][OH:26].[NH2:6][C:7]([NH2:8])=[N:9][c:10]1[s:11][cH:12][c:13](-[c:15]2[o:16][c:17]([CH2:20][NH:21][C:22](=[O:23])[NH2:24])[cH:18][cH:19]2)[n:14]1>>[CH3:1][S:2](=[O:3])(=[O:4])[OH:5].[NH2:6][C:7]([NH2:8])=[N:9][c:10]1[s:11][cH:12][c:13](-[c:15]2[o:16][c:17]([CH2:20][NH:21][C:22](=[O:23])[NH2:24])[cH:18][cH:19]2)[n:14]1. The reactants are CC(C)O, Cl, CN(C(=O)N(C)C1CCN(C(=O)OC(C)(C)C)CC1c1ccc(F)cc1)c1cc(C(F)(F)F)cc(C(F)(F)F)c1. The product is Cl, CN(C(=O)N(C)C1CCNCC1c1ccc(F)cc1)c1cc(C(F)(F)F)cc(C(F)(F)F)c1. Reaction SMILES: [CH3:41][CH:42]([OH:43])[CH3:44].[ClH:45].[F:1][C:2]([c:3]1[cH:4][c:5]([N:13]([C:14](=[O:15])[N:16]([CH:17]2[CH:18]([c:30]3[cH:31][cH:32][c:33]([F:36])[cH:34][cH:35]3)[CH2:19][N:20]([C:23]([O:24][C:25]([CH3:26])([CH3:27])[CH3:28])=[O:29])[CH2:21][CH2:22]2)[CH3:37])[CH3:38])[cH:6][c:7]([C:9]([F:10])([F:11])[F:12])[cH:8]1)([F:39])[F:40]>>[ClH:45].[F:1][C:2]([c:3]1[cH:4][c:5]([N:13]([C:14](=[O:15])[N:16]([CH:17]2[CH:18]([c:30]3[cH:31][cH:32][c:33]([F:36])[cH:34][cH:35]3)[CH2:19][NH:20][CH2:21][CH2:22]2)[CH3:37])[CH3:38])[cH:6][c:7]([C:9]([F:10])([F:11])[F:12])[cH:8]1)([F:39])[F:40]. Starting materials: C(C)(C)(C)OC(=O)N1C=C(C2=CC=CC=C12)C[C@@H](C(=O)OC(C)(C)C)N ((S)-3-(2-Amino-2-tert-butoxycarbonyl-ethyl)-indole-1-carboxylic acid tert-butyl ester), COC(C(C(=O)OC)=CC=COC)=O (2-(3-methoxy-allylidene)-malonic acid dimethyl ester), ethylacetate petroleum ether, C[O-].[Na+] (Sodium methoxide). Solvent: CO (methanol), O (water). Run at time 8 hour. The product is C(C)(C)(C)OC(=O)N1C=C(C2=CC=CC=C12)C[C@H](N1C(C(=CC=C1)C(=O)OC)=O)C(=O)OC(C)(C)C ((S)-3-[2-tert-Butoxycarbonyl-2-(3-methoxycarbonyl-2-oxo-2H-pyridin-1-yl)-ethyl]-indole-1-carboxylic acid tert-butyl ester). The yield is 66.2%. RXN SMILES: [C:1]([O:5][C:6]([N:8]1[C:16]2[C:11](=[CH:12][CH:13]=[CH:14][CH:15]=2)[C:10]([CH2:17][C@H:18]([NH2:26])[C:19]([O:21][C:22]([CH3:25])([CH3:24])[CH3:23])=[O:20])=[CH:9]1)=[O:7])([CH3:4])([CH3:3])[CH3:2].[CH3:27][O:28][C:29](=[O:40])[C:30](=[CH:35][CH:36]=[CH:37]OC)[C:31](OC)=[O:32].C[O-].[Na+]>CO.O>[C:1]([O:5][C:6]([N:8]1[C:16]2[C:11](=[CH:12][CH:13]=[CH:14][CH:15]=2)[C:10]([CH2:17][C@@H:18]([C:19]([O:21][C:22]([CH3:25])([CH3:24])[CH3:23])=[O:20])[N:26]2[CH:37]=[CH:36][CH:35]=[C:30]([C:29]([O:28][CH3:27])=[O:40])[C:31]2=[O:32])=[CH:9]1)=[O:7])([CH3:3])([CH3:4])[CH3:2] |f:2.3|. Procedure: To a solution of (S)-3-(2-Amino-2-tert-butoxycarbonyl-ethyl)-indole-1-carboxylic acid tert-butyl ester (2.5 g, 7 mmol) in methanol (15 ml) was added 2-(3-methoxy-allylidene)-malonic acid dimethyl ester (1.5 g, 7 mmol) and stirred overnight at room temperature. Sodium methoxide (78 mg, 1.4 mmol) was added and stirred for three hours at room temperature. The reaction mixture was diluted with water (50 ml) and extracted with ethylacetate (60 ml). The organic layer was washed with brine, dried (MgSO... Reactants: C(C)(C)(C)[C@@H]1CC[C@H](CC1)OC=1C=C2C=CC(=CC2=CC1)[C@]1(NC(OC1)=O)C ((R)-4-[6-(trans-4-tert-Butyl-cyclohexyloxy)-naphthalen-2-yl]-4-methyl-oxazolidin-2-one), C(C)O (Ethanol), O.[OH-].[Li+] (lithium hydroxide monohydrate). Run in O (water). Yields the product N[C@](CO)(C)C1=CC2=CC=C(C=C2C=C1)O[C@@H]1CC[C@H](CC1)C(C)(C)C ((R)-2-amino-2-(6-(trans-4-tert-butylcyclohexyloxy)naphthalen-2-yl)propan-1-ol). The yield is 132.9%. RXN SMILES: [C:1]([C@H:5]1[CH2:10][CH2:9][C@H:8]([O:11][C:12]2[CH:13]=[C:14]3[C:19](=[CH:20][CH:21]=2)[CH:18]=[C:17]([C@:22]2([CH3:28])[CH2:26][O:25]C(=O)[NH:23]2)[CH:16]=[CH:15]3)[CH2:7][CH2:6]1)([CH3:4])([CH3:3])[CH3:2].C(O)C.O.[OH-].[Li+]>O>[NH2:23][C@@:22]([C:17]1[CH:16]=[CH:15][C:14]2[C:19](=[CH:20][CH:21]=[C:12]([O:11][C@H:8]3[CH2:7][CH2:6][C@H:5]([C:1]([CH3:4])([CH3:3])[CH3:2])[CH2:10][CH2:9]3)[CH:13]=2)[CH:18]=1)([CH3:28])[CH2:26][OH:25] |f:2.3.4|. Procedure details: (R)-4-[6-trans-(4-tert-Butyl-cyclohexyloxy)-naphthalen-2-yl]-4-methyl-oxazolidin-2-one (Example 24, 0.03878 g, 0.0001016 mol) was dissolved in Ethanol (1.00 mL, 0.0171 mol) in a capped 40 mL vial equipped with a magnetic stir bar. 4.2 M of lithium hydroxide monohydrate in water (1.00 mL) was added and the reaction was refluxed overnight. TLC analysis showed that the reaction was complete. The solvent was removed under vacuum. The product was diluted in methylene chloride (5 mL) and water was add... The reactants are O=C(O)CCCCC1SCC2NC(=O)NC21, OCCNCCO. Yields the product O=C([O-])CCCCC1SCC2NC(=O)NC21, OCCNCCO. As a reaction SMILES: [CH:1]12[CH2:2][S:3][CH:4]([CH2:5][CH2:6][CH2:7][CH2:8][C:9]([OH:10])=[O:11])[CH:12]1[NH:13][C:14](=[O:15])[NH:16]2.[OH:17][CH2:18][CH2:19][NH:20][CH2:21][CH2:22][OH:23]>>[CH:1]12[CH2:2][S:3][CH:4]([CH2:5][CH2:6][CH2:7][CH2:8][C:9](=[O:10])[O-:11])[CH:12]1[NH:13][C:14](=[O:15])[NH:16]2.[OH:17][CH2:18][CH2:19][NH:20][CH2:21][CH2:22][OH:23]. Starting materials: solution, C1(=CC=CC=C1)[Mg]Br (phenylmagnesium bromide), C12CN(CC2O1)C(=O)OC(C)(C)C (tert-butyl 6-oxa-3-azabicyclo[3.1.0]hexane-3-carboxylate), [NH4+].[Cl-] (NH4Cl), ( 1 ). Reagents/catalysts: [Cu]I (copper(I) iodide). The solvent is C1CCOC1 (THF), C1CCOC1 (THF). Conditions: temperature 0 celsius, time 3 hour. Product: C(C)(C)(C)OC(=O)N1C[C@H]([C@@H](C1)C1=CC=CC=C1)O ((3S,4R) tert-Butyl-3-hydroxy-4-phenylpyrrolidine-1-carboxylate). RXN SMILES: [CH:1]12[O:6][CH:5]1[CH2:4][N:3]([C:7]([O:9][C:10]([CH3:13])([CH3:12])[CH3:11])=[O:8])[CH2:2]2.[C:14]1([Mg]Br)[CH:19]=[CH:18][CH:17]=[CH:16][CH:15]=1.[NH4+].[Cl-]>C1COCC1.[Cu]I>[C:10]([O:9][C:7]([N:3]1[CH2:2][C@@H:1]([C:14]2[CH:19]=[CH:18][CH:17]=[CH:16][CH:15]=2)[C@H:5]([OH:6])[CH2:4]1)=[O:8])([CH3:13])([CH3:12])[CH3:11] |f:2.3|. Procedure: To a solution of 7 g (37.8 mmol) tert-butyl 6-oxa-3-azabicyclo[3.1.0]hexane-3-carboxylate (prepared according to the procedure of Okada, T.; Sato, S.; Tsuji. T.; Tsushima, T.; Nakai, H.; Yoshida, T.; Matsuura, S.; Chem. Pharm. Bull. 1993, 41 (1), p. 132-133) was suspended 0.36 g (1.89 mmol; 0.05 equiv.) copper(I) iodide in 100 mL dry THF under nitrogen atmosphere. The mixture was cooled in an ice/water bath. To this mixture was added dropwise 41.6 mL (41.6 mmol; 1.1 equiv.) of a 1.0M solution of...